From a dataset of the Open Reaction Database (ORD), a public repository of structured organic reaction records. describe an organic reaction: reactants, conditions, products, and yield Reaction SMILES: [C:1]([N:3]1[CH2:6][CH:5]([C:7]2[O:11][N:10]=[C:9]([C:12]3[CH:13]=[CH:14][C:15]([CH3:30])=[C:16]([NH:18][C:19]([C:21]4[N:25]5[CH:26]=[CH:27][CH:28]=[CH:29][C:24]5=[N:23][CH:22]=4)=[O:20])[CH:17]=3)[N:8]=2)[CH2:4]1)#[N:2].Cl.[NH2:32][OH:33].CCN(C(C)C)C(C)C>C(O)C>[OH:33][N:32]=[C:1]([N:3]1[CH2:4][CH:5]([C:7]2[O:11][N:10]=[C:9]([C:12]3[CH:13]=[CH:14][C:15]([CH3:30])=[C:16]([NH:18][C:19]([C:21]4[N:25]5[CH:26]=[CH:27][CH:28]=[CH:29][C:24]5=[N:23][CH:22]=4)=[O:20])[CH:17]=3)[N:8]=2)[CH2:6]1)[NH2:2] |f:1.2|. Reported procedure: A stirring mixture of N-(5-(5-(1-cyanoazetidin-3-yl)-1,2,4-oxadiazol-3-yl)-2-methylphenyl)imidazo[1,2-a]pyridine-3-carboxamide (82) (50 mg, 0.125 mmol), hydroxylamine HCl (13 mg, 0.188 mmol) and DIEA (44 uL, 0.250 mmol) in ethanol was heated at 78° C. for 2 hours. The solvent was concentrated and dried under high vacuum. Crude N-(5-(5-(1-(N′-hydroxycarbamimidoyl)azetidin-3-yl)-1,2,4-oxadiazol-3-yl)-2-methylphenyl)imidazo[1,2-a]pyridine-3-carboxamide (83) was used in the next step without further... Starting materials: C(#N)N1CC(C1)C1=NC(=NO1)C=1C=CC(=C(C1)NC(=O)C1=CN=C2N1C=CC=C2)C (N-(5-(5-(1-cyanoazetidin-3-yl)-1,2,4-oxadiazol-3-yl)-2-methylphenyl)imidazo[1,2-a]pyridine-3-carboxamide), Cl.NO (hydroxylamine HCl), CCN(C(C)C)C(C)C (DIEA). Solvent: C(C)O (ethanol). Reaction conditions: temperature 78 celsius. Yields the product ON=C(N)N1CC(C1)C1=NC(=NO1)C=1C=CC(=C(C1)NC(=O)C1=CN=C2N1C=CC=C2)C (N-(5-(5-(1-(N′-hydroxycarbamimidoyl)azetidin-3-yl)-1,2,4-oxadiazol-3-yl)-2-methylphenyl)imidazo[1,2-a]pyridine-3-carboxamide). The reactants are Nc1cnc(Oc2ccc3ncccc3c2)c(Cl)c1, O=S(=O)(Cl)c1ccc(Cl)cc1Cl. Product: O=S(=O)(Nc1cnc(Oc2ccc3ncccc3c2)c(Cl)c1)c1ccc(Cl)cc1Cl. RXN SMILES: [Cl:1][c:2]1[cH:3][c:4]([NH2:19])[cH:5][n:6][c:7]1[O:8][c:9]1[cH:10][c:11]2[cH:12][cH:13][cH:14][n:15][c:16]2[cH:17][cH:18]1.[Cl:20][c:21]1[c:22]([S:28](=[O:29])(=[O:30])[Cl:31])[cH:23][cH:24][c:25]([Cl:27])[cH:26]1>>[Cl:1][c:2]1[cH:3][c:4]([NH:19][S:28]([c:22]2[c:21]([Cl:20])[cH:26][c:25]([Cl:27])[cH:24][cH:23]2)(=[O:29])=[O:30])[cH:5][n:6][c:7]1[O:8][c:9]1[cH:10][c:11]2[cH:12][cH:13][cH:14][n:15][c:16]2[cH:17][cH:18]1. Reactants: ClCCl, COCc1ccc(CO)c(N)n1. The product is COCc1ccc(C=O)c(N)n1. Reaction SMILES: [CH2:13]([Cl:14])[Cl:15].[NH2:1][c:2]1[n:3][c:4]([CH2:10][O:11][CH3:12])[cH:5][cH:6][c:7]1[CH2:8][OH:9]>>[NH2:1][c:2]1[n:3][c:4]([CH2:10][O:11][CH3:12])[cH:5][cH:6][c:7]1[CH:8]=[O:9]. Reactants: CCO, Cl, [K+], [OH-], CCOC(=O)C(C)(C)Oc1ccc(OCCn2c(=O)sc3cc(C(=NO)c4ccccc4)ccc32)cc1. The product is CC(C)(Oc1ccc(OCCn2c(=O)sc3cc(C(=NO)c4ccccc4)ccc32)cc1)C(=O)O. Reaction SMILES: [CH3:41][CH2:42][OH:43].[ClH:40].[K+:39].[OH-:38].[OH:1][N:2]=[C:3]([c:4]1[cH:5][c:6]2[c:7]([n:8]([CH2:12][CH2:13][O:14][c:15]3[cH:16][cH:17][c:18]([O:19][C:20]([C:21](=[O:22])[O:23][CH2:24][CH3:25])([CH3:26])[CH3:27])[cH:28][cH:29]3)[c:9](=[O:11])[s:10]2)[cH:30][cH:31]1)[c:32]1[cH:33][cH:34][cH:35][cH:36][cH:37]1>>[OH:1][N:2]=[C:3]([c:4]1[cH:5][c:6]2[c:7]([n:8]([CH2:12][CH2:13][O:14][c:15]3[cH:16][cH:17][c:18]([O:19][C:20]([C:21](=[O:22])[OH:23])([CH3:26])[CH3:27])[cH:28][cH:29]3)[c:9](=[O:11])[s:10]2)[cH:30][cH:31]1)[c:32]1[cH:33][cH:34][cH:35][cH:36][cH:37]1.